This data is from the Open Reaction Database (ORD), a public repository of structured organic reaction records. The task is: describe an organic reaction: reactants, conditions, products, and yield Reactants: COc1ccc(CN(Cc2ccc(OC)cc2)c2ncc(-c3nc(N4CCOCC4)nc4c3CCN4c3ccc(C(=O)O)cc3)cn2)cc1, CN(C)CCN, COc1ccc(CN(Cc2ccc(OC)cc2)c2ncc(-c3nc(N4CCOCC4)nc4c3CCN4c3ccc(C(=O)NCCN(C)C)cc3)cn2)cc1. Yields the product CN(C)CCNC(=O)c1ccc(N2CCc3c(-c4cnc(N)nc4)nc(N4CCOCC4)nc32)cc1. Reaction SMILES: [CH3:1][O:2][c:3]1[cH:4][cH:5][c:6]([CH2:7][N:8]([CH2:9][c:10]2[cH:11][cH:12][c:13]([O:14][CH3:15])[cH:16][cH:17]2)[c:18]2[n:19][cH:20][c:21](-[c:22]3[c:23]4[c:36]([n:37][c:38]([N:39]5[CH2:40][CH2:41][O:42][CH2:43][CH2:44]5)[n:45]3)[N:26]([c:27]3[cH:28][cH:29][c:30]([C:31]([OH:32])=[O:33])[cH:34][cH:35]3)[CH2:25][CH2:24]4)[cH:46][n:47]2)[cH:48][cH:49]1.[CH3:50][N:51]([CH3:52])[CH2:53][CH2:54][NH2:55].[CH3:56][O:57][c:58]1[cH:59][cH:60][c:61]([CH2:62][N:63]([c:64]2[n:65][cH:66][c:67](-[c:70]3[c:71]4[c:72]([n:73][c:74]([N:76]5[CH2:77][CH2:78][O:79][CH2:80][CH2:81]5)[n:75]3)[N:82]([c:85]3[cH:86][cH:87][c:88]([C:89](=[O:90])[NH:91][CH2:92][CH2:93][N:94]([CH3:95])[CH3:96])[cH:97][cH:98]3)[CH2:83][CH2:84]4)[cH:68][n:69]2)[CH2:99][c:100]2[cH:101][cH:102][c:103]([O:104][CH3:105])[cH:106][cH:107]2)[cH:108][cH:109]1>>[NH2:63][c:64]1[n:65][cH:66][c:67](-[c:70]2[c:71]3[c:72]([n:73][c:74]([N:76]4[CH2:77][CH2:78][O:79][CH2:80][CH2:81]4)[n:75]2)[N:82]([c:85]2[cH:86][cH:87][c:88]([C:89](=[O:90])[NH:91][CH2:92][CH2:93][N:94]([CH3:95])[CH3:96])[cH:97][cH:98]2)[CH2:83][CH2:84]3)[cH:68][n:69]1. Starting materials: FC1=C(C#N)C=CC=C1 (2-fluorobenzonitrile), C(CC)N (n-propylamine). Product: C(CC)NC1=C(C#N)C=CC=C1 (2-Propylaminobenzonitrile). Reaction SMILES: F[C:2]1[CH:9]=[CH:8][CH:7]=[CH:6][C:3]=1[C:4]#[N:5].[CH2:10]([NH2:13])[CH2:11][CH3:12]>>[CH2:10]([NH:13][C:2]1[CH:9]=[CH:8][CH:7]=[CH:6][C:3]=1[C:4]#[N:5])[CH2:11][CH3:12]. Reported procedure: According to a similar manner to that in Reference Example 3, the title compound was synthesized from 2-fluorobenzonitrile and n-propylamine. Starting materials: C1(=CC=CC=C1)S(=O)(=O)N1C=C(C=2C1=NC=C(C2)OC)CC=2C=CC(=NC2F)NCC=2C=NC(=CC2)C(F)(F)F ([5-(1-Benzenesulfonyl-5-methoxy-1H-pyrrolo[2,3-b]pyridin-3-ylmethyl)-6-fluoro-pyridin-2-yl]-(6-trifluoromethyl-pyridin-3-ylmethyl)-amine), [F-].C(CCC)[N+](CCCC)(CCCC)CCCC (tetrabutylammonium fluoride), trihydrate, O (water). Solvent: O1CCCC1 (tetrahydrofuran). Run at time 8 hour. Yields the product FC1=C(C=CC(=N1)NCC=1C=NC(=CC1)C(F)(F)F)CC1=CNC2=NC=C(C=C21)OC ([6-Fluoro-5-(5-methoxy-1H-pyrrolo[2,3-b]pyridin-3-ylmethyl)-pyridin-2-yl]-(6-trifluoromethyl-pyridin-3-ylmethyl)-amine). Reaction SMILES: C1(S([N:10]2[C:14]3=[N:15][CH:16]=[C:17]([O:19][CH3:20])[CH:18]=[C:13]3[C:12]([CH2:21][C:22]3[CH:23]=[CH:24][C:25]([NH:29][CH2:30][C:31]4[CH:32]=[N:33][C:34]([C:37]([F:40])([F:39])[F:38])=[CH:35][CH:36]=4)=[N:26][C:27]=3[F:28])=[CH:11]2)(=O)=O)C=CC=CC=1.[F-].C([N+](CCCC)(CCCC)CCCC)CCC.O>O1CCCC1>[F:28][C:27]1[N:26]=[C:25]([NH:29][CH2:30][C:31]2[CH:32]=[N:33][C:34]([C:37]([F:40])([F:38])[F:39])=[CH:35][CH:36]=2)[CH:24]=[CH:23][C:22]=1[CH2:21][C:12]1[C:13]2[C:14](=[N:15][CH:16]=[C:17]([O:19][CH3:20])[CH:18]=2)[NH:10][CH:11]=1 |f:1.2|. Procedure: To [5-(1-benzenesulfonyl-5-methoxy-1H-pyrrolo[2,3-b]pyridin-3-ylmethyl)-6-fluoro-pyridin-2-yl]-(6-trifluoromethyl-pyridin-3-ylmethyl)-amine (577, 0.08 g, 0.13 mmol) in tetrahydrofuran (10.0 mL) was added tetrabutylammonium fluoride, trihydrate (0.110 g, 0.35 mmol). The reaction was stirred at room temperature overnight, then poured into water, and extracted with ethyl acetate. The organic layer was dried over anhydrous sodium sulfate and filtered. The filtrate was concentrated and purified by si... The reactants are CC(C)c1ccc(S(=O)(=O)Cl)cc1, NCC(=O)NCC1CCN(Cc2ccc(Cl)cc2)CC1, ClC(Cl)Cl, O=S(=O)(Cl)Cl. Yields the product CC(C)c1ccc(S(=O)(=O)NCC(=O)NCC2CCN(Cc3ccc(Cl)cc3)CC2)cc1. RXN SMILES: [CH:21]([CH3:22])([CH3:23])[c:24]1[cH:25][cH:26][c:27]([S:30](=[O:31])(=[O:32])[Cl:33])[cH:28][cH:29]1.[Cl:1][c:2]1[cH:3][cH:4][c:5]([CH2:6][N:7]2[CH2:8][CH2:9][CH:10]([CH2:13][NH:14][C:15]([CH2:16][NH2:17])=[O:18])[CH2:11][CH2:12]2)[cH:19][cH:20]1.[Cl:39][CH:40]([Cl:41])[Cl:42].[S:34]([Cl:35])([Cl:36])(=[O:37])=[O:38]>>[Cl:1][c:2]1[cH:3][cH:4][c:5]([CH2:6][N:7]2[CH2:8][CH2:9][CH:10]([CH2:13][NH:14][C:15]([CH2:16][NH:17][S:30]([c:27]3[cH:26][cH:25][c:24]([CH:21]([CH3:22])[CH3:23])[cH:29][cH:28]3)(=[O:31])=[O:32])=[O:18])[CH2:11][CH2:12]2)[cH:19][cH:20]1. The reactants are [H-].[H-].[H-].[H-].[Li+].[Al+3] (LiAlH4), OC1(CCN(CC1)CC1=CC=CC=C1)CC(=O)N (2-[4-hydroxy-1-(phenylmethyl)-4-piperidinyl]acetamide). Run in C1CCOC1 (THF), C1CCOC1 (THF). Conditions: temperature 25 celsius. Yields the product NCCC1(CCN(CC1)CC1=CC=CC=C1)O (4-(2-aminoethyl)-1-(phenylmethyl)-4-piperidinol). As a reaction SMILES: [H-].[H-].[H-].[H-].[Li+].[Al+3].[OH:7][C:8]1([CH2:21][C:22]([NH2:24])=O)[CH2:13][CH2:12][N:11]([CH2:14][C:15]2[CH:20]=[CH:19][CH:18]=[CH:17][CH:16]=2)[CH2:10][CH2:9]1>C1COCC1>[NH2:24][CH2:22][CH2:21][C:8]1([OH:7])[CH2:9][CH2:10][N:11]([CH2:14][C:15]2[CH:20]=[CH:19][CH:18]=[CH:17][CH:16]=2)[CH2:12][CH2:13]1 |f:0.1.2.3.4.5|. Reported procedure: To a solution of LiAlH4 (1.8 g, 0.048 mmol) in THF (40 mL) at 0° C. was added dropwise via addition funnel a solution of 2-[4-hydroxy-1-(phenylmethyl)-4-piperidinyl]acetamide (4 g, 0.016 mmol) in THF (40 mL). The solution warmed to 25° C. and was then heated to reflux for 12 h. After cooling, the solution was then carefully quenched with a saturated solution of sodium potassium tartrate and extracted several times with DCM. The combined organic fractions were dried (Na2SO4) and the resulting res...